This data is from the Open Reaction Database (ORD), a public repository of structured organic reaction records. The task is: describe an organic reaction: reactants, conditions, products, and yield Reactants: CN1C2CCC1CC(O)(c1ccc(Cl)c(Cl)c1)C2, [Na+], [OH-], O=S(Cl)Cl. Product: CN1C2C=C(c3ccc(Cl)c(Cl)c3)CC1CC2. As a reaction SMILES: [Cl:1][c:2]1[cH:3][c:4]([C:9]2([OH:18])[CH2:10][CH:11]3[CH2:12][CH2:13][CH:14]([CH2:15]2)[N:16]3[CH3:17])[cH:5][cH:6][c:7]1[Cl:8].[Na+:24].[OH-:23].[S:19]([Cl:20])([Cl:21])=[O:22]>>[Cl:1][c:2]1[cH:3][c:4]([C:9]2=[CH:15][CH:14]3[CH2:13][CH2:12][CH:11]([CH2:10]2)[N:16]3[CH3:17])[cH:5][cH:6][c:7]1[Cl:8]. The reactants are COC1=CC=C(C=N1)C=1C=2N(C=CC1)N=C(N2)N (8-(6-methoxy-pyridin-3-yl)-[1,2,4]triazolo[1,5-a]pyridin-2-ylamine), BrC1=CC=C(C=C1)N1CCOCC1 (4-(4-bromo-phenyl)-morpholine). The product is C1(=CC=CC=C1)NC1=NN2C(C(=CC=C2)C=2C=NC=CC2)=N1 (phenyl-(8-pyridin-3-yl-[1,2,4]triazolo[1,5-a]pyridin-2-yl)-amine), COC1=CC=C(C=N1)C=1C=2N(C=CC1)N=C(N2)NC2=CC=C(C=C2)N2CCOCC2 ([8-(6-Methoxy-pyridin-3-yl)-[1,2,4]triazolo[1,5-a]pyridin-2-yl]-(4-morpholin-4-yl-phenyl)-amine), solid. Isolated yield 22.0%. RXN SMILES: [CH3:1][O:2][C:3]1[N:8]=[CH:7][C:6]([C:9]2[C:10]3[N:11]([N:15]=[C:16]([NH2:18])[N:17]=3)[CH:12]=[CH:13][CH:14]=2)=[CH:5][CH:4]=1.Br[C:20]1[CH:25]=[CH:24][C:23]([N:26]2[CH2:31][CH2:30][O:29][CH2:28][CH2:27]2)=[CH:22][CH:21]=1>>[C:20]1([NH:18][C:16]2[N:17]=[C:10]3[C:9]([C:6]4[CH:7]=[N:8][CH:3]=[CH:4][CH:5]=4)=[CH:14][CH:13]=[CH:12][N:11]3[N:15]=2)[CH:25]=[CH:24][CH:23]=[CH:22][CH:21]=1.[CH3:1][O:2][C:3]1[N:8]=[CH:7][C:6]([C:9]2[C:10]3[N:11]([N:15]=[C:16]([NH:18][C:20]4[CH:21]=[CH:22][C:23]([N:26]5[CH2:27][CH2:28][O:29][CH2:30][CH2:31]5)=[CH:24][CH:25]=4)[N:17]=3)[CH:12]=[CH:13][CH:14]=2)=[CH:5][CH:4]=1. Procedure: [8-(6-Methoxy-pyridin-3-yl)-[1,2,4]triazolo[1,5-a]pyridin-2-yl]-(4-morpholin-4-yl-phenyl)-amine and phenyl-(8-pyridin-3-yl-[1,2,4]triazolo[1,5-a]pyridin-2-yl)-amine were prepared from 8-(6-methoxy-pyridin-3-yl)-[1,2,4]triazolo[1,5-a]pyridin-2-ylamine (100.0 mg, 0.4145 mmol) and 4-(4-bromo-phenyl)-morpholine (120.0 mg, 0.4956 mmol) in analogous manner to Example 2d. [8-(6-Methoxy-pyridin-3-yl)-[1,2,4]triazolo[1,5-a]pyridin-2-yl]-(4-morpholin-4-yl-phenyl)-amine was isolated as a yellow solid (0.03...